Dataset: the Open Reaction Database (ORD), a public repository of structured organic reaction records. Task: describe an organic reaction: reactants, conditions, products, and yield Reactants: NC1=CC=C(C(=O)O)C=C1 (p-aminobenzoic acid), CS(=O)(OCCOCCOCCBr)=S (1-(8-bromo-3,6-dioxaoctyl) methanethiosulfonate), [Cl-].[Cs+] (CsCl). Yields the product CS(=O)(OCCOCCOCCOC(=O)C1=CC=C(C=C1)N)=S (10-(4-aminophenyl)-10-oxo-3,6,9-trioxadecyl methanethiosulfonate). The yield is 70.6%. As a reaction SMILES: [NH2:1][C:2]1[CH:10]=[CH:9][C:5]([C:6]([OH:8])=[O:7])=[CH:4][CH:3]=1.[CH3:11][S:12](=[S:24])([O:14][CH2:15][CH2:16][O:17][CH2:18][CH2:19][O:20][CH2:21][CH2:22]Br)=[O:13].[Cl-].[Cs+]>>[CH3:11][S:12](=[S:24])([O:14][CH2:15][CH2:16][O:17][CH2:18][CH2:19][O:20][CH2:21][CH2:22][O:7][C:6]([C:5]1[CH:9]=[CH:10][C:2]([NH2:1])=[CH:3][CH:4]=1)=[O:8])=[O:13] |f:2.3|. Reported procedure: In a manner analogous to that above, the reaction of p-aminobenzoic acid (473 mg; 4.90 mmol), 1-(8-bromo-3,6-dioxaoctyl) methanethiosulfonate (1.04 g, 3.39 mmol) and CsCl (1.17 g, 3.6 mmol) yielded 10-(4-aminophenyl)-10-oxo-3,6,9-trioxadecyl methanethiosulfonate (870 mg). 1H NMR (500 MHz, (CD3)2SO) δ 7.62 (d J=8.6 Hz, 2H), 6,55 (d, J=8.6 Hz, 2H), 5.94 (s, 2H), 4.25 (t, J=4.8 Hz, 2H), 3.72-3.67 (m, 4H), 3.58 (s, br., 4H). 3.51 (s, 3H), 3.35 (t, J=5.9 Hz, 2H). Reactants: CCOC=O, NC1CCCN2c3cc(Cl)ccc3Oc3ccccc3C12. Reaction SMILES: [CH:22](=[O:23])[O:24][CH2:25][CH3:26].[Cl:1][c:2]1[cH:3][c:4]2[c:5]([cH:20][cH:21]1)[O:6][c:7]1[c:8]([cH:16][cH:17][cH:18][cH:19]1)[CH:9]1[N:10]2[CH2:11][CH2:12][CH2:13][CH:14]1[NH2:15]>>[Cl:1][c:2]1[cH:3][c:4]2[c:5]([cH:20][cH:21]1)[O:6][c:7]1[c:8]([cH:16][cH:17][cH:18][cH:19]1)[CH:9]1[N:10]2[CH2:11][CH2:12][CH2:13][CH:14]1[NH:15][CH:22]=[O:23]. Product: O=CNC1CCCN2c3cc(Cl)ccc3Oc3ccccc3C12. As a reaction SMILES: Br[C:2]1[CH:7]=[CH:6][C:5]([NH:8][C:9]([C:11]2[NH:12][CH:13]=[C:14]([C:16]#[N:17])[N:15]=2)=[O:10])=[C:4]([C:18]2[CH2:23][CH2:22][C:21]([CH3:25])([CH3:24])[CH2:20][CH:19]=2)[CH:3]=1.[CH:26]12[O:33][CH:30]([CH2:31][CH2:32]1)[CH2:29][C:28](=[O:34])[CH2:27]2>>[CH3:24][C:21]1([CH3:25])[CH2:22][CH2:23][C:18]([C:4]2[CH:3]=[C:2]([C:28]3([OH:34])[CH2:27][CH:26]4[O:33][CH:30]([CH2:31][CH2:32]4)[CH2:29]3)[CH:7]=[CH:6][C:5]=2[NH:8][C:9]([C:11]2[NH:12][CH:13]=[C:14]([C:16]#[N:17])[N:15]=2)=[O:10])=[CH:19][CH2:20]1. Product: CC1(CC=C(CC1)C1=C(C=CC(=C1)C1(CC2CCC(C1)O2)O)NC(=O)C=2NC=C(N2)C#N)C (4-Cyano-1H-imidazole-2-carboxylic acid [2-(4,4-dimethyl-cyclohex-1-enyl)-4-(3-hydroxy-8-oxa-bicyclo[3.2.1]oct-3-yl)-phenyl]-amide). Starting materials: BrC1=CC(=C(C=C1)NC(=O)C=1NC=C(N1)C#N)C1=CCC(CC1)(C)C (4-Cyano-1H-imidazole-2-carboxylic acid [4-bromo-2-(4,4-dimethyl-cyclohex-1-enyl)-phenyl]-amide), C12CC(CC(CC1)O2)=O (8-oxa-bicyclo[3.2.1]octan-3-one). Procedure: The title compound was prepared as described in Example 1, step (h) using 4-cyano-1H-imidazole-2-carboxylic acid [4-bromo-2-(4,4-dimethyl-cyclohex-1-enyl)-phenyl]-amide (as prepared in Example 1, step (g)) and 8-oxa-bicyclo[3.2.1]octan-3-one (Liebigs Annalen der Chemie, (1), 1-5 (1987)). 1H-NMR (CDCl3; 400 MHz): δ 11.69 (br s, 1H), 9.56 (s, 1H), 8.36 (d, 1H, J=8.4 Hz), 7.70 (s, 1H), 7.48 (dd, 1H, J=8.4, 2.0 Hz), 7.30 (d, 1H, J=2.0 Hz), 5.79-5.74 (m, 1H), 4.58-4.50 (m, 2H), 2.48-2.41 (m, 2H), 2.4... Starting materials: NC(C(=O)O)(C)C1=CC=C(C=C1)OC (2-amino-2-(4-methoxyphenyl)propionic acid), [H-].[Al+3].[Li+].[H-].[H-].[H-] (lithium aluminium hydride). The solvent is O1CCCC1 (tetrahydrofuran), O1CCCC1 (tetrahydrofuran). Yields the product NC(CO)(C)C1=CC=C(C=C1)OC (2-Amino-2-(4-methoxyphenyl)propan-1-ol). As a reaction SMILES: [NH2:1][C:2]([C:7]1[CH:12]=[CH:11][C:10]([O:13][CH3:14])=[CH:9][CH:8]=1)([CH3:6])[C:3](O)=[O:4].[H-].[Al+3].[Li+].[H-].[H-].[H-]>O1CCCC1>[NH2:1][C:2]([C:7]1[CH:8]=[CH:9][C:10]([O:13][CH3:14])=[CH:11][CH:12]=1)([CH3:6])[CH2:3][OH:4] |f:1.2.3.4.5.6|. Procedure details: A solution of 15.0 mmol of 2-amino-2-(4-methoxyphenyl)propionic acid [74279-63-3] in 15 ml of tetrahydrofuran is added dropwise to a suspension of 30.0 mmol of lithium aluminium hydride in 5 ml of tetrahydrofuran. The reaction mixture is heated to reflux for 1 hour. It is quenched with a little water and 1M NaOH and stirred at room temperature. The suspension is filtered through Hyflo. The filtrate is evaporated. The title compound is obtained as a pale yellowish oil, which may crystallize, and ... Reactants: solution, C[Al](C)C (trimethylaluminium), CCCCCC (hexane), CC=1C=CC(=NC1)N (5-methylpyridin-2-amine), C(C)(C)OC[C@@H](C(=O)OC)OC1=C2C(=NC=N1)N(N=C2)C2=NC=CC=C2C ((2S)-Methyl 3-isopropoxy-2-(1-(3-methylpyridin-2-yl)-1H-pyrazolo[3,4-d]pyrimidin-4-yloxy)propanoate). Run in C1(=CC=CC=C1)C (toluene), C1(=CC=CC=C1)C (toluene). Reaction conditions: temperature 5 celsius, time 20 minute. The product is C(C)(C)OC[C@@H](C(=O)NC1=NC=C(C=C1)C)OC1=C2C(=NC=N1)N(N=C2)C2=NC=CC=C2C ((2S)-3-isopropoxy-N-(5-methylpyridin-2-yl)-2-(1-(3-methylpyridin-2-yl)-1H-pyrazolo[3,4-d]pyrimidin-4-yloxy)propanamide). Yield: 51.1%. RXN SMILES: C[Al](C)C.CCCCCC.[CH3:11][C:12]1[CH:13]=[CH:14][C:15]([NH2:18])=[N:16][CH:17]=1.[CH:19]([O:22][CH2:23][C@H:24]([O:29][C:30]1[N:35]=[CH:34][N:33]=[C:32]2[N:36]([C:39]3[C:44]([CH3:45])=[CH:43][CH:42]=[CH:41][N:40]=3)[N:37]=[CH:38][C:31]=12)[C:25](OC)=[O:26])([CH3:21])[CH3:20]>C1(C)C=CC=CC=1>[CH:19]([O:22][CH2:23][C@H:24]([O:29][C:30]1[N:35]=[CH:34][N:33]=[C:32]2[N:36]([C:39]3[C:44]([CH3:45])=[CH:43][CH:42]=[CH:41][N:40]=3)[N:37]=[CH:38][C:31]=12)[C:25]([NH:18][C:15]1[CH:14]=[CH:13][C:12]([CH3:11])=[CH:17][N:16]=1)=[O:26])([CH3:21])[CH3:20]. Reported procedure: A 2M solution of trimethylaluminium in hexane (0.404 mL, 0.81 mmol) was added to 5-methylpyridin-2-amine (84 mg, 0.77 mmol) in toluene (22 mL) at 5° C. under nitrogen. The resulting solution was stirred at 5° C. for 20 minutes. (2S)-Methyl 3-isopropoxy-2-(1-(3-methylpyridin-2-yl)-1H-pyrazolo[3,4-d]pyrimidin-4-yloxy)propanoate (300 mg, 0.70 mmol) (Intermediate J5) in toluene (6 mL) was added dropwise at 5° C. After the addition was complete, the solution was allowed to warm to ambient temperature... The reactants are O=C([O-])[O-], CC#N, Cc1ccc(S(=O)(=O)OCCCl)cc1, [Cs+], [Cs+], Oc1ccc2sccc2c1. Product: ClCCOc1ccc2sccc2c1. RXN SMILES: [C:25](=[O:26])([O-:27])[O-:28].[CH3:31][C:32]#[N:33].[Cl:11][CH2:12][CH2:13][O:14][S:15]([c:16]1[cH:17][cH:18][c:19]([CH3:20])[cH:21][cH:22]1)(=[O:23])=[O:24].[Cs+:29].[Cs+:30].[s:1]1[c:2]2[c:3]([cH:4][cH:5]1)[cH:6][c:7]([OH:10])[cH:8][cH:9]2>>[s:1]1[c:2]2[c:3]([cH:4][cH:5]1)[cH:6][c:7]([O:10][CH2:13][CH2:12][Cl:11])[cH:8][cH:9]2. Reactants: O=C(Cl)CCl, ClCCl, NNc1c(Cl)cc(C(F)(F)F)cc1Cl, [Na+], [OH-]. Product: O=C(CCl)NNc1c(Cl)cc(C(F)(F)F)cc1Cl. As a reaction SMILES: [Cl:1][CH2:2][C:3](=[O:4])[Cl:5].[Cl:22][CH2:23][Cl:24].[Cl:6][c:7]1[c:8]([NH:18][NH2:19])[c:9]([Cl:17])[cH:10][c:11]([C:13]([F:14])([F:15])[F:16])[cH:12]1.[Na+:21].[OH-:20]>>[Cl:1][CH2:2][C:3](=[O:4])[NH:19][NH:18][c:8]1[c:7]([Cl:6])[cH:12][c:11]([C:13]([F:14])([F:15])[F:16])[cH:10][c:9]1[Cl:17]. The reactants are Cc1cc(N)c(F)cc1Br, CS(=O)(=O)Cl, ClCCl, c1ccncc1. Yields the product Cc1cc(NS(C)(=O)=O)c(F)cc1Br. As a reaction SMILES: [Br:1][c:2]1[cH:3][c:4]([F:10])[c:5]([NH2:6])[cH:7][c:8]1[CH3:9].[CH3:17][S:18]([Cl:19])(=[O:20])=[O:21].[Cl:22][CH2:23][Cl:24].[cH:11]1[cH:12][cH:13][n:14][cH:15][cH:16]1>>[Br:1][c:2]1[cH:3][c:4]([F:10])[c:5]([NH:6][S:18]([CH3:17])(=[O:20])=[O:21])[cH:7][c:8]1[CH3:9]. Starting materials: S(=O)(Cl)Cl (thionyl chloride), C1(CCCCCCCCCCC1)=NO (cyclododecanone oxime), C1(CCCCCCCCCCC1)=NO (cyclododecanone oxime), C1(CCCCCCCCCCC1)=NO (cyclododecanone oxime), C1(CCCCCCCCCCC1)=NO (cyclododecanone oxime), S(=O)(Cl)Cl (thionyl chloride), C1(CCCCCCCCCCC1)=NO (cyclododecanone oxime), C1(CCCCCCCCCCC1)=NO (cyclododecanone oxime). Reagents/catalysts: [Cl-].[Zn+2].[Cl-] (zinc chloride), [Cl-].[Zn+2].[Cl-] (zinc-chloride). The solvent is C1(=CC=CC=C1)C (toluene), C1(=CC=CC=C1)C (toluene), C1(=CC=CC=C1)C (toluene). Run at temperature 100 celsius. Yields the product C1(CCCCCCCCCCCN1)=O (laurolactam). The yield is 98.8%. As a reaction SMILES: [C:1]1(=[N:13]O)[CH2:12][CH2:11][CH2:10][CH2:9][CH2:8][CH2:7][CH2:6][CH2:5][CH2:4][CH2:3][CH2:2]1.S(Cl)(Cl)=[O:16]>C1(C)C=CC=CC=1.[Cl-].[Zn+2].[Cl-]>[C:1]1(=[O:16])[NH:13][CH2:2][CH2:3][CH2:4][CH2:5][CH2:6][CH2:7][CH2:8][CH2:9][CH2:10][CH2:11][CH2:12]1 |f:3.4.5|. Procedure: Within a glove box, 0.033 g (0.17 mmol) of cyclododecanone oxime prepared in Reference Example 2 was dissolved in 0.400 g of a 5% by weight thionyl chloride (rearrangement catalyst)/toluene solution (0.020 g (0.17 mmol) as pure thionyl chloride), and the mixture was stirred using a magnetic stirrer at room temperature (25° C.) for 5 min, to conduct the pre-preparation of a rearrangement catalyst. After the pre-preparation, high performance liquid chromatography analysis indicated that cyclododec... Reactants: [BH4-], COC(C)(C)C, CCOC(=O)C=C(NCc1ccccc1)C(CF)(OC)OC, CC(=O)O, [Na+], [Na+], [OH-]. Yields the product CCOC(=O)CC(NCc1ccccc1)C(CF)(OC)OC. Reaction SMILES: [BH4-:23].[C:31]([O:32][CH3:33])([CH3:34])([CH3:35])[CH3:36].[CH2:1]([c:2]1[cH:3][cH:4][cH:5][cH:6][cH:7]1)[NH:8][C:9](=[CH:10][C:11](=[O:12])[O:13][CH2:14][CH3:15])[C:16]([CH2:17][F:18])([O:19][CH3:20])[O:21][CH3:22].[CH3:25][C:26](=[O:27])[OH:28].[Na+:24].[Na+:30].[OH-:29]>>[CH2:1]([c:2]1[cH:3][cH:4][cH:5][cH:6][cH:7]1)[NH:8][CH:9]([CH2:10][C:11](=[O:12])[O:13][CH2:14][CH3:15])[C:16]([CH2:17][F:18])([O:19][CH3:20])[O:21][CH3:22].